This data is from the Open Reaction Database (ORD), a public repository of structured organic reaction records. The task is: describe an organic reaction: reactants, conditions, products, and yield The product is FC1=C(C=CC=C1F)C1(CN(CC1)CCOC)O ((+)-3-(2,3-DIFLUOROPHENYL)-1-(2-METHOXYETHYL)PYRROLIDIN-3-OL). Starting materials: E1, [Cr](=O)(=O)([O-])[O-] (chromate), BrCCOC (1-bromo-2-methoxyethane), C(C(=O)O)(=O)O (oxalic acid), FC1=C(C=CC=C1F)C1(CNCC1)O (3-(2,3-difluorophenyl)-pyrrolidin-3-ol), C([O-])([O-])=O.[K+].[K+] (potassium carbonate), amine. Solvent: C(C)#N (acetonitrile). Reported procedure: Preparation according to Example 51: Enantiomer E1 of 3-(2,3-difluorophenyl)-pyrrolidin-3-ol (0.15 g, 0.75 mmol), acetonitrile (6 mL), potassium carbonate (0.208 g, 1.5 mmol) and 1-bromo-2-methoxyethane (0.07 mL, 0.75 mmol). Flash chromate-graphy on silica gel (Ethyl acetate/methanol, 10:1). Yield: 0.07 g. [α]D=+22.5°; The amine was converted to the oxalic acid salt and recrystallized from ethanol/diethyl ether/diisopropyl ether; M.p. 149-150° C.; MS m/z (relative intensity, 70 eV) 257 (M+, 1), ... Reaction SMILES: [F:1][C:2]1[C:7]([F:8])=[CH:6][CH:5]=[CH:4][C:3]=1[C:9]1([OH:14])[CH2:13][CH2:12][NH:11][CH2:10]1.C(=O)([O-])[O-].[K+].[K+].Br[CH2:22][CH2:23][O:24][CH3:25].[Cr]([O-])([O-])(=O)=O.C(O)(=O)C(O)=O>C(#N)C>[F:1][C:2]1[C:7]([F:8])=[CH:6][CH:5]=[CH:4][C:3]=1[C:9]1([OH:14])[CH2:13][CH2:12][N:11]([CH2:22][CH2:23][O:24][CH3:25])[CH2:10]1 |f:1.2.3|. Reactants: CC(C(C)=NN)(NCCCNC(C(C)=NO)(C)C)C (3,3,9,9-tetramethyl -4,8-diazaundecane-2,10-dione 2-hydrazone 10-oxime), NCCN (1,2-diaminoethane). The solvent is CO (methanol), O (water). Conditions: time 8 hour. Product: NCCNC(C(C)=NO)(C)C (N- (2-Aminoethyl) -3-amino-3-methy1-2-butanone oxime). As a reaction SMILES: CC(C)(NC[CH2:9][CH2:10][NH:11][C:12]([CH3:18])([CH3:17])[C:13](=[N:15][OH:16])[CH3:14])C(=NN)C.[NH2:20]CCN>CO.O>[NH2:20][CH2:9][CH2:10][NH:11][C:12]([CH3:17])([CH3:18])[C:13](=[N:15][OH:16])[CH3:14]. Procedure: A solution of Compound A from Example 1 (10 g, 73.8 mmol) was added dropwise to a stirred solution of 1,2-diaminoethane (25 g, 416.7 mmol) in methanol (10 mL}at 0° C. After the addition was complete, the mixture was left overnight at room temperature with stirring. Removal of the methanol in vacuo gave a light yellow oil which was dissolved in water. The pH of the solution was adjusted to about 11. The solvent was removed under vacuum, and the residue was extracted with ethyl acetate. Evaporatic... Reactants: C, CCOc1ccc(C2=C(C(=O)OCc3ccc([N+](=O)[O-])cc3)N3C(=O)C(C(C)O)C3C2)cc1, C1CCOC1, [H][H], [Na+], O, O=C([O-])O, [Pd]. Product: CCOc1ccc(C2=C(C(=O)[O-])N3C(=O)C(C(C)O)C3C2)cc1, [Na+]. As a reaction SMILES: [C:47].[CH2:1]([CH3:2])[O:3][c:4]1[cH:5][cH:6][c:7]([C:10]2=[C:11]([C:21](=[O:22])[O:23][CH2:24][c:25]3[cH:26][cH:27][c:28]([N+:29]([O-:30])=[O:31])[cH:32][cH:33]3)[N:12]3[C:13](=[O:20])[CH:14]([CH:17]([CH3:18])[OH:19])[CH:15]3[CH2:16]2)[cH:8][cH:9]1.[CH2:42]1[O:43][CH2:44][CH2:45][CH2:46]1.[H:40][H:41].[Na+:34].[OH2:39].[OH:35][C:36](=[O:37])[O-:38].[Pd:48]>>[CH2:1]([CH3:2])[O:3][c:4]1[cH:5][cH:6][c:7]([C:10]2=[C:11]([C:21](=[O:22])[O-:23])[N:12]3[C:13](=[O:20])[CH:14]([CH:17]([CH3:18])[OH:19])[CH:15]3[CH2:16]2)[cH:8][cH:9]1.[Na+:34]. The reactants are CC(=O)O, CO, CCC=O, [Na+], [OH-], CC(C=O)c1ccccc1. Product: CC(C=O)=CC(C)c1ccccc1. As a reaction SMILES: [CH3:17][C:18](=[O:19])[OH:20].[CH3:21][OH:22].[CH:1]([CH2:2][CH3:3])=[O:4].[Na+:16].[OH-:15].[c:5]1([CH:11]([CH:12]=[O:13])[CH3:14])[cH:6][cH:7][cH:8][cH:9][cH:10]1>>[CH:1]([C:2]([CH3:3])=[CH:12][CH:11]([c:5]1[cH:6][cH:7][cH:8][cH:9][cH:10]1)[CH3:14])=[O:4]. Reported procedure: A mixture of 1.213 g (5.0 mmol) of 2-chloro-5,6-dinitrobenzimidazole (22) and 1.398 g (25 mmol) of iron powder in 50 mL of AcOH was stirred at room temperature for 4 h. The reaction mixture was diluted with 100 mL of EtOAc, filtered, and the solid was washed with portions of EtOAc (total EtOAc used ~ 100 mL). The filtrate and washings were combined and washed with H2O (100 mL×3). The H2O layer was extracted with 100 mL of EtOAc. The EtOAc solutions were combined, evaporated, coevaporated with to... The reagents and catalysts are [Fe] (iron). Run in CC(=O)O (AcOH), CCOC(=O)C (EtOAc). Reaction SMILES: [Cl:1][C:2]1[NH:3][C:4]2[CH:10]=[C:9]([N+:11]([O-:13])=[O:12])[C:8]([N+:14]([O-])=O)=[CH:7][C:5]=2[N:6]=1>CC(O)=O.CCOC(C)=O.[Fe]>[CH:7]1[C:8]([NH2:14])=[C:9]([N+:11]([O-:13])=[O:12])[CH:10]=[C:4]2[N:3]=[C:2]([Cl:1])[NH:6][C:5]=12. Run at time 4 hour. Reactants: ClC=1NC2=C(N1)C=C(C(=C2)[N+](=O)[O-])[N+](=O)[O-] (2-chloro-5,6-dinitrobenzimidazole). Product: C1=C2C(=CC(=C1N)[N+](=O)[O-])N=C(N2)Cl (5(6)-Amino-2-chloro-6(5)-nitrobenzimidazole). The reactants are C([O-])([O-])=O.[Na+].[Na+] (Sodium carbonate), CC1(OB(OC1(C)C)C=1C=NC(=NC1)N)C (5-(4,4,5,5-tetramethyl-1,3,2-dioxaborolan-2-yl)pyrimidin-2-amine), COC(=O)C1=NC=C(C=C1)Br (5-bromopyridine-2-carboxylic acid methyl ester). Reagents/catalysts: C=1C=CC(=CC1)[P](C=2C=CC=CC2)(C=3C=CC=CC3)[Pd]([P](C=4C=CC=CC4)(C=5C=CC=CC5)C=6C=CC=CC6)([P](C=7C=CC=CC7)(C=8C=CC=CC8)C=9C=CC=CC9)[P](C=1C=CC=CC1)(C=1C=CC=CC1)C=1C=CC=CC1 (tetrakis(triphenylphosphine)palladium). Yield: 57.8%. Reported procedure: Sodium carbonate (0.636 g, 6.0 mmol) in water (2.0 mL) was added to a mixture of 5-(4,4,5,5-tetramethyl-1,3,2-dioxaborolan-2-yl)pyrimidin-2-amine (0.442 g, 2.0 mmol), 5-bromopyridine-2-carboxylic acid methyl ester (0.518 g, 2.4 mmol) and tetrakis(triphenylphosphine)palladium (69 mg, 0.06 mmol) in ethanol (3.0 mL) and toluene (3.0 mL). The resulting mixture was heated at 120° C. for 3 h. The organic solvents were removed under reduced pressure. The residue was diluted with water, and adjusted wit... As a reaction SMILES: C(=O)([O-])[O-].[Na+].[Na+].CC1(C)C(C)(C)OB([C:15]2[CH:16]=[N:17][C:18]([NH2:21])=[N:19][CH:20]=2)O1.C[O:24][C:25]([C:27]1[CH:32]=[CH:31][C:30](Br)=[CH:29][N:28]=1)=[O:26]>O.C(O)C.C1(C)C=CC=CC=1.C1C=CC([P]([Pd]([P](C2C=CC=CC=2)(C2C=CC=CC=2)C2C=CC=CC=2)([P](C2C=CC=CC=2)(C2C=CC=CC=2)C2C=CC=CC=2)[P](C2C=CC=CC=2)(C2C=CC=CC=2)C2C=CC=CC=2)(C2C=CC=CC=2)C2C=CC=CC=2)=CC=1>[NH2:21][C:18]1[N:19]=[CH:20][C:15]([C:30]2[CH:31]=[CH:32][C:27]([C:25]([OH:26])=[O:24])=[N:28][CH:29]=2)=[CH:16][N:17]=1 |f:0.1.2,^1:48,50,69,88|. The solvent is O (water), C(C)O (ethanol), C1(=CC=CC=C1)C (toluene). The product is NC1=NC=C(C=N1)C=1C=CC(=NC1)C(=O)O (5-(2-aminopyrimidin-5-yl)picolinic acid). Run at temperature 120 celsius. The reactants are C1CCOC1, CC(C)[Mg+], [Cl-], Cl[Si](Cl)(c1ccccc1)c1ccccc1. The product is CC(C)[Si](Cl)(c1ccccc1)c1ccccc1. RXN SMILES: [CH2:21]1[O:22][CH2:23][CH2:24][CH2:25]1.[CH:17]([CH3:18])([CH3:19])[Mg+:20].[Cl-:16].[c:1]1([Si:7]([Cl:8])([Cl:9])[c:10]2[cH:11][cH:12][cH:13][cH:14][cH:15]2)[cH:2][cH:3][cH:4][cH:5][cH:6]1>>[c:1]1([Si:7]([Cl:9])([c:10]2[cH:11][cH:12][cH:13][cH:14][cH:15]2)[CH:17]([CH3:18])[CH3:19])[cH:2][cH:3][cH:4][cH:5][cH:6]1. Starting materials: N1=CC=CC=C1 (pyridine), O[C@@H](CN1N=CC2=CC=C(C(=C12)N=O)O)C (1-[(R)-2-hydroxypropyl]-7-nitroso-1H-indazol-6-ol), N1=CC=CC=C1 (pyridine), COCC(=O)Cl (methoxy acetyl chloride). Reagents/catalysts: [Pd] (palladium-on-carbon), CN(C1=CC=NC=C1)C (4-dimethylaminopyridine). Run in O1CCCC1 (tetrahydrofuran). Conditions: time 18 hour. Yields the product COCC=1OC2=C(N1)C1=C(C=C2)C=NN1C[C@@H](C)O ((R)-1-[7-(Methoxymethyl)-1H-pyrazolo[3,4-e]benzoxazol-1-yl]propan-2-ol). Isolated yield 0.0%. Reaction SMILES: [OH:1][C@H:2]([CH3:16])[CH2:3][N:4]1[C:12]2[C:7](=[CH:8][CH:9]=[C:10]([OH:15])[C:11]=2[N:13]=O)[CH:6]=[N:5]1.N1C=CC=CC=1.[CH3:23][O:24][CH2:25][C:26](Cl)=O>O1CCCC1.CN(C)C1C=CN=CC=1.[Pd]>[CH3:23][O:24][CH2:25][C:26]1[O:15][C:10]2[CH:9]=[CH:8][C:7]3[CH:6]=[N:5][N:4]([CH2:3][C@H:2]([OH:1])[CH3:16])[C:12]=3[C:11]=2[N:13]=1. Reported procedure: A solution of the product from Step A (1.05 g, 4.75 mol) in tetrahydrofuran (50 mL) containing 10% palladium-on-carbon (0.1 g) was stirred under an atmosphere of hydrogen at room temperature for 18 hours. The reaction mixture was filtered, pyridine (1.0 mL, 12.3 mol) and methoxy acetyl chloride (0.43 mL, 4.75 mol) were added, and this mixture was stirred at room temperature. More pyridine (5.0 mL) was added and the reaction mixture was stirred at room temperature for 20 minutes followed by the a...